This data is from the Open Reaction Database (ORD), a public repository of structured organic reaction records. The task is: describe an organic reaction: reactants, conditions, products, and yield Reactants: CC(=O)[O-], CCO, [Cl-], CCN(Cc1cc(C(F)(F)F)cc(C(F)(F)F)c1)c1ccc(C(F)(F)F)cc1C=O, [Na+], O, [NH3+]O. Reaction SMILES: [CH3:35][C:36](=[O:37])[O-:38].[CH3:40][CH2:41][OH:42].[Cl-:31].[F:1][C:2]([c:3]1[cH:4][c:5]([CH2:6][N:7]([c:8]2[c:9]([CH:10]=[O:11])[cH:12][c:13]([C:16]([F:17])([F:18])[F:19])[cH:14][cH:15]2)[CH2:20][CH3:21])[cH:22][c:23]([C:25]([F:26])([F:27])[F:28])[cH:24]1)([F:29])[F:30].[Na+:34].[OH2:39].[OH:32][NH3+:33]>>[F:1][C:2]([c:3]1[cH:4][c:5]([CH2:6][N:7]([c:8]2[c:9]([CH:10]=[N:33][OH:32])[cH:12][c:13]([C:16]([F:17])([F:18])[F:19])[cH:14][cH:15]2)[CH2:20][CH3:21])[cH:22][c:23]([C:25]([F:26])([F:27])[F:28])[cH:24]1)([F:29])[F:30]. Yields the product CCN(Cc1cc(C(F)(F)F)cc(C(F)(F)F)c1)c1ccc(C(F)(F)F)cc1C=NO. The reactants are CC(C)(C)OC(=O)NC1C=CC(C(=O)O)(C2CCOC2)C1, CCO, O=[Pt]=O. Yields the product CC(C)(C)OC(=O)NC1CCC(C(=O)O)(C2CCOC2)C1. RXN SMILES: [C:1]([CH3:2])([CH3:3])([CH3:4])[O:5][C:6](=[O:7])[NH:8][CH:9]1[CH:10]=[CH:11][C:12]([C:14](=[O:15])[OH:16])([CH:17]2[CH2:18][O:19][CH2:20][CH2:21]2)[CH2:13]1.[CH3:22][CH2:23][OH:24].[Pt:25](=[O:26])=[O:27]>>[C:1]([CH3:2])([CH3:3])([CH3:4])[O:5][C:6](=[O:7])[NH:8][CH:9]1[CH2:10][CH2:11][C:12]([C:14](=[O:15])[OH:16])([CH:17]2[CH2:18][O:19][CH2:20][CH2:21]2)[CH2:13]1. Yields the product C(N)(=O)C1(CCC1)NC(=O)C1C=2C[C@H]3[C@@H](C2N(N1)C1=C(C=C(C=C1)F)F)C3 ((1aS,5aS)-2-(2,4-Difluoro-phenyl)-1a,2,5,5a-tetrahydro-4H-2,3-diaza-cyclopropa[a]pentalene-4-carboxylic Acid (1-Carbamoyl-cyclobutyl)-amide). Reaction conditions: temperature 65 celsius, time 48 hour. Procedure details: 1-{[(1aS,5aS)-2-(2,4-Difluoro-phenyl)-1a,2,5,5a-tetrahydro-1H-2,3-diaza-cyclopropa[a]pentalene-4-carbonyl]-amino}-cyclobutanecarboxylic acid ethyl ester (20 mg, 0.05 mmol) was dissolved in 7 N ammonia in methanol (4 mL). The sealed reaction vial was stirred at 65° C. for 48 h. The solvent was evaporated, and the residue was purified by preparative TLC plate to give the title compound (14 mg) as a white solid. LCMS m/z=373.3 [M+H]+; 1H NMR (400 MHz, DMSO-d6) δ ppm 0.46 (td, J=4.6 and 3.5 Hz, 1H),... The reactants are C(C)OC(=O)C1(CCC1)NC(=O)C=1C=2C[C@H]3[C@@H](C2N(N1)C1=C(C=C(C=C1)F)F)C3 (1-{[(1aS,5aS)-2-(2,4-Difluoro-phenyl)-1a,2,5,5a-tetrahydro-1H-2,3-diaza-cyclopropa[a]pentalene-4-carbonyl]-amino}-cyclobutanecarboxylic acid ethyl ester), N (ammonia). RXN SMILES: C(O[C:4]([C:6]1([NH:10][C:11]([C:13]2[C:14]3[CH2:15][C@@H:16]4[CH2:29][C@@H:17]4[C:18]=3[N:19]([C:21]3[CH:26]=[CH:25][C:24]([F:27])=[CH:23][C:22]=3[F:28])[N:20]=2)=[O:12])[CH2:9][CH2:8][CH2:7]1)=[O:5])C.[NH3:30]>CO>[C:4]([C:6]1([NH:10][C:11]([CH:13]2[NH:20][N:19]([C:21]3[CH:26]=[CH:25][C:24]([F:27])=[CH:23][C:22]=3[F:28])[C:18]3[C@H:17]4[CH2:29][C@H:16]4[CH2:15][C:14]2=3)=[O:12])[CH2:7][CH2:8][CH2:9]1)(=[O:5])[NH2:30]. Run in CO (methanol). Reactants: Nc1ccc(Br)cn1, C1CCOC1, [Li]CCCC, CCCCCC, [Cl-], C[Si](C)(Cl)CC[Si](C)(C)Cl, [Na+]. Product: C[Si]1(C)CC[Si](C)(C)N1c1ccc(Br)cn1. As a reaction SMILES: [Br:1][c:2]1[cH:3][cH:4][c:5]([NH2:8])[n:6][cH:7]1.[CH2:32]1[O:33][CH2:34][CH2:35][CH2:36]1.[CH2:9]([Li:10])[CH2:11][CH2:12][CH3:13].[CH3:14][CH2:15][CH2:16][CH2:17][CH2:18][CH3:19].[Cl-:30].[Cl:20][Si:21]([CH2:22][CH2:23][Si:24]([CH3:25])([CH3:26])[Cl:27])([CH3:28])[CH3:29].[Na+:31]>>[Br:1][c:2]1[cH:3][cH:4][c:5]([N:8]2[Si:21]([CH3:28])([CH3:29])[CH2:22][CH2:23][Si:24]2([CH3:25])[CH3:26])[n:6][cH:7]1. Starting materials: O=C([O-])O, CC(C)N(Sc1nc2ccccc2s1)C(C)C, [O-]Cl, [Na+], [Na+], [Na+], [Na+], O=C([O-])[O-], O. Yields the product CC(C)N(C(C)C)S(=O)c1nc2ccccc2s1. Reaction SMILES: [C:24](=[O:25])([OH:26])[O-:27].[CH:1]([CH3:2])([CH3:3])[N:4]([S:5][c:6]1[s:7][c:8]2[c:9]([n:10]1)[cH:11][cH:12][cH:13][cH:14]2)[CH:15]([CH3:16])[CH3:17].[Cl:29][O-:30].[Na+:18].[Na+:19].[Na+:28].[Na+:31].[O-:20][C:21](=[O:22])[O-:23].[OH2:32]>>[CH:1]([CH3:2])([CH3:3])[N:4]([S:5]([c:6]1[s:7][c:8]2[c:9]([n:10]1)[cH:11][cH:12][cH:13][cH:14]2)=[O:20])[CH:15]([CH3:16])[CH3:17].